The task is: describe an organic reaction: reactants, conditions, products, and yield. This data is from the Open Reaction Database (ORD), a public repository of structured organic reaction records. Reactants: O=C(O)c1ccc(C2CC2)c(OCC2CC2)n1, Cl, CNC(=O)C(N)CC(C)C. Yields the product CNC(=O)C(CC(C)C)NC(=O)c1ccc(C2CC2)c(OCC2CC2)n1. Reaction SMILES: [CH:1]1([c:4]2[cH:5][cH:6][c:7]([C:15](=[O:16])[OH:17])[n:8][c:9]2[O:10][CH2:11][CH:12]2[CH2:13][CH2:14]2)[CH2:2][CH2:3]1.[ClH:18].[NH2:19][CH:20]([C:21](=[O:22])[NH:23][CH3:24])[CH2:25][CH:26]([CH3:27])[CH3:28]>>[CH:1]1([c:4]2[cH:5][cH:6][c:7]([C:15](=[O:17])[NH:19][CH:20]([C:21](=[O:22])[NH:23][CH3:24])[CH2:25][CH:26]([CH3:27])[CH3:28])[n:8][c:9]2[O:10][CH2:11][CH:12]2[CH2:13][CH2:14]2)[CH2:2][CH2:3]1. Starting materials: hydrochloride salt, C(C)C1=NN=C(O1)C1=CC(=C(C=C1)C1=CC=C(C=C1)C(=O)O)C (4'-(5-ethyl-1,3,4-oxadiazol-2-yl)-2'-methylbiphenyl-4-carboxylic acid), CN1CCC2(CC1)COC1=CC=3CCCNC3C=C12 (2,3,5,6,7,8-hexahydro-1'-methylspiro[furo[2,3-g]quinoline-3,4'-piperidine]), Example 1. Product: CN1CCC2(CC1)COC1=CC=3CCCN(C3C=C12)C(=O)C1=CC=C(C=C1)C1=C(C=C(C=C1)C=1OC(=NN1)CC)C (2,3,5,6,7,8-Hexahydro-1'-methyl-5-(4'-(5-ethyl-1,3,4-oxadiazol-2-yl)-2'-methylbiphenyl-4-carbonyl)spiro[furo[2,3-g]quinoline-3,4'-piperidine]). RXN SMILES: [CH2:1]([C:3]1[O:7][C:6]([C:8]2[CH:13]=[CH:12][C:11]([C:14]3[CH:19]=[CH:18][C:17]([C:20](O)=[O:21])=[CH:16][CH:15]=3)=[C:10]([CH3:23])[CH:9]=2)=[N:5][N:4]=1)[CH3:2].[CH3:24][N:25]1[CH2:30][CH2:29][C:28]2([C:42]3[C:33](=[CH:34][C:35]4[CH2:36][CH2:37][CH2:38][NH:39][C:40]=4[CH:41]=3)[O:32][CH2:31]2)[CH2:27][CH2:26]1>>[CH3:24][N:25]1[CH2:30][CH2:29][C:28]2([C:42]3[C:33](=[CH:34][C:35]4[CH2:36][CH2:37][CH2:38][N:39]([C:20]([C:17]5[CH:16]=[CH:15][C:14]([C:11]6[CH:12]=[CH:13][C:8]([C:6]7[O:7][C:3]([CH2:1][CH3:2])=[N:4][N:5]=7)=[CH:9][C:10]=6[CH3:23])=[CH:19][CH:18]=5)=[O:21])[C:40]=4[CH:41]=3)[O:32][CH2:31]2)[CH2:27][CH2:26]1. Reported procedure: The title compound was prepared from 4'-(5-ethyl-1,3,4-oxadiazol-2-yl)-2'-methylbiphenyl-4-carboxylic acid (D32) and 2,3,5,6,7,8-hexahydro-1'-methylspiro[furo[2,3-g]quinoline-3,4'-piperidine] (D10) using a procedure similar to that of Example 1 (19%). This was converted to its hydrochloride salt, as a white solid. M.p. 241-3° C. Starting materials: NC(=C(C(=O)OC)Cl)C (methyl 3-amino-2-chloro-2-butenoate), C(=O)N (formamide), C[O-].[Na+] (sodium methylate). Solvent: CO (methanol). Product: ClC=1C(=NC=NC1C)O (5-Chloro-4-hydroxy-6-methylpyrimidine). As a reaction SMILES: [NH2:1][C:2]([CH3:9])=[C:3]([Cl:8])[C:4](OC)=[O:5].[CH:10]([NH2:12])=O.C[O-].[Na+]>CO>[Cl:8][C:3]1[C:4]([OH:5])=[N:12][CH:10]=[N:1][C:2]=1[CH3:9] |f:2.3|. Procedure: 25.9 g (0.17 mol) of methyl 3-amino-2-chloro-2-butenoate are reacted with 11.7 g (0.26 mol) of formamide and 51 ml of sodium methylate solution in 20 ml of methanol and worked up in analogy to Example 9 (reaction time 20 h). Yield: 16.6 g (67.5%) Procedure details: To a solution of di-3-pyridylmethane (250 mg, 1.47 mmol) in dry TIE (5 mL) was added LDA (2.1 mL, 3.16 mmol) slowly at −78° C. After 30 min a solution of methyl 2-bromopyridine-6-carboxylate (349 mg, 1.62 mmol) in dry THF (3 mL) was added slowly. After 30 min the cooling bath was removed and the mixture allowed to warm to RT. After 4 hr the mixture was diluted with saturated NH4Cl and extracted with EtOAc (3×). The combined organic layers were dried (MgSO4), filtered, and concentrated. Flash col... Solvent: C1CCOC1 (THF). The product is BrC1=CC=CC(=N1)C(C(C=1C=NC=CC1)C=1C=NC=CC1)=O (1-(6-bromopyridin-2-yl)-2,2-dipyridin-3-ylethanone). The reactants are N1=CC(=CC=C1)CC=1C=NC=CC1 (di-3-pyridylmethane), [Li+].CC(C)[N-]C(C)C (LDA), BrC1=NC(=CC=C1)C(=O)OC (methyl 2-bromopyridine-6-carboxylate). RXN SMILES: [N:1]1[CH:6]=[CH:5][CH:4]=[C:3]([CH2:7][C:8]2[CH:9]=[N:10][CH:11]=[CH:12][CH:13]=2)[CH:2]=1.[Li+].CC([N-]C(C)C)C.[Br:22][C:23]1[CH:28]=[CH:27][CH:26]=[C:25]([C:29](OC)=[O:30])[N:24]=1>C1COCC1>[Br:22][C:23]1[N:24]=[C:25]([C:29](=[O:30])[CH:7]([C:8]2[CH:9]=[N:10][CH:11]=[CH:12][CH:13]=2)[C:3]2[CH:2]=[N:1][CH:6]=[CH:5][CH:4]=2)[CH:26]=[CH:27][CH:28]=1 |f:1.2|.